This data is from the Open Reaction Database (ORD), a public repository of structured organic reaction records. The task is: describe an organic reaction: reactants, conditions, products, and yield Reactants: FC1=CC=C(C=C1)S(=O)(=O)N1[C@@H](CCCC1)C(=O)ON=C(C)N (N′1-[((2S)-1-[(4-fluorophenyl)sulfonyl]-2-piperidylcarbonyl)oxy]ethanimidamide). The solvent is C=1(C(=CC=CC1)C)C (xylene). Product: FC1=CC=C(C=C1)S(=O)(=O)N1[C@@H](CCCC1)C1=NC(=NO1)C ((2S)-1-[(4-fluorophenyl)sulfonyl]-2-(3-methyl-1,2,4-oxadiazol-5-yl)piperidine). As a reaction SMILES: [F:1][C:2]1[CH:7]=[CH:6][C:5]([S:8]([N:11]2[CH2:16][CH2:15][CH2:14][CH2:13][C@H:12]2[C:17]([O:19][N:20]=[C:21]([NH2:23])[CH3:22])=O)(=[O:10])=[O:9])=[CH:4][CH:3]=1>C1(C)C(C)=CC=CC=1>[F:1][C:2]1[CH:7]=[CH:6][C:5]([S:8]([N:11]2[CH2:16][CH2:15][CH2:14][CH2:13][C@H:12]2[C:17]2[O:19][N:20]=[C:21]([CH3:22])[N:23]=2)(=[O:10])=[O:9])=[CH:4][CH:3]=1. Procedure: The title compound was prepared by a similar method to Preparation 6 from N′1-[((2S)-1-[(4-fluorophenyl)sulfonyl]-2-piperidylcarbonyl)oxy]ethanimidamide [see Preparation 82] and xylene. The crude product was purified by column chromatography on silica gel eluting with a solvent gradient of 100:0 changing to 80:20, by volume, hexane:ethyl acetate in 10% increments, to afford (2S)-1-[(4-fluorophenyl)sulfonyl]-2-(3-methyl-1,2,4-oxadiazol-5-yl)piperidine as an oil. Reactants: solution, C(C)(=O)O (acetic acid), C1(=CC=CC=C1)C (toluene), cobaltous acetate, O=O (oxygen), ferrous acetic, cobaltic acetate, C1(=CC=CC=C1)C (toluene). Reagents/catalysts: catalyst. Yields the product C(C1=CC=CC=C1)(=O)O (benzoic acid), C(C1=CC=CC=C1)=O (benzaldehyde). As a reaction SMILES: [C:1]1([CH3:7])[CH:6]=[CH:5][CH:4]=[CH:3][CH:2]=1.O=O.[C:10]([OH:13])(=[O:12])[CH3:11]>>[C:10]([OH:13])(=[O:12])[C:11]1[CH:5]=[CH:6][CH:1]=[CH:2][CH:3]=1.[CH:7](=[O:12])[C:1]1[CH:6]=[CH:5][CH:4]=[CH:3][CH:2]=1. Reported procedure: 200 g solution in acetic acid and containing 4.0 g catalyst consisting 85% cobaltic acetate 8% ferric acetate, 5% cobaltous acetate, and 2% ferrous acetic and 50 g toluene was reacted with oxygen at a space velocity of 40 h-1 at 85° C. for four hours. The oxidation product on and work up yielded 61.7 g benzoic acid, 2.1 g benzaldehyde and 1.0 g unreacted toluene. This corresponded to 98% hydrocarbon conversion and 95% selectivity to benzoic acid and more than 40% benzaldehyde. Starting materials: C=1C=CC2=C(C1)N=NN2O (HOBt), NC=1C=NC=CC1 (3-aminopyridine), Intermediate 15, Cl.CC1=C(C=C(C#N)C=C1)OC1CCNCC1 (4-methyl-3-(piperidin-4-yloxy)-benzonitrile hydrochloride), CCN(C(C)C)C(C)C (DIPEA), N1=CC(=CC=C1)N1N=NC(=C1)C(=O)NCC(=O)O ([(1-pyridin-3-yl-1H-[1,2,3]triazole-4-carbonyl)-amino]-acetic acid), Intermediate 64, CCN=C=NCCCN(C)C (EDCI). Solvent: O (water), CN(C)C=O (DMF). Conditions: time 2 minute. Yields the product C(#N)C=1C=CC(=C(OC2CCN(CC2)C(CNC(=O)C=2N=NN(C2)C=2C=NC=CC2)=O)C1)C (1-pyridin-3-yl-1H-[1,2,3]triazole-4-carboxylic acid {2-[4-(5-cyano-2-methyl-phenoxy)-piperidin-1-yl]-2-oxo-ethyl}-amide). The yield is 49.2%. As a reaction SMILES: CCN(C(C)C)C(C)C.[N:10]1[CH:15]=[CH:14][CH:13]=[C:12]([N:16]2[CH:20]=[C:19]([C:21]([NH:23][CH2:24][C:25]([OH:27])=O)=[O:22])[N:18]=[N:17]2)[CH:11]=1.NC1C=NC=CC=1.C1C=CC2N(O)N=NC=2C=1.CCN=C=NCCCN(C)C.Cl.[CH3:57][C:58]1[CH:65]=[CH:64][C:61]([C:62]#[N:63])=[CH:60][C:59]=1[O:66][CH:67]1[CH2:72][CH2:71][NH:70][CH2:69][CH2:68]1>CN(C=O)C.O>[C:62]([C:61]1[CH:64]=[CH:65][C:58]([CH3:57])=[C:59]([CH:60]=1)[O:66][CH:67]1[CH2:68][CH2:69][N:70]([C:25](=[O:27])[CH2:24][NH:23][C:21]([C:19]2[N:18]=[N:17][N:16]([C:12]3[CH:11]=[N:10][CH:15]=[CH:14][CH:13]=3)[CH:20]=2)=[O:22])[CH2:71][CH2:72]1)#[N:63] |f:5.6|. Procedure: DIPEA (94.1 mg, 0.72 mmol) was added to a stirred solution of [(1-pyridin-3-yl-1H-[1,2,3]triazole-4-carbonyl)-amino]-acetic acid (45 mg, 0.18 mmol) (prepared by the method used for the synthesis of Intermediate 64, starting from 3-aminopyridine, and subsequently, application of Step 3 of the General Scheme) in DMF (2 mL) followed by HOBt (27 mg, 0.2 mmol) and EDCI (69.8 mg, 0.366 mmol). After 2 minutes of stirring, 4-methyl-3-(piperidin-4-yloxy)-benzonitrile hydrochloride (prepared by the method... RXN SMILES: [F:1][C:2]1[CH:7]=[CH:6][C:5]([N:8]=[C:9]=[O:10])=[CH:4][CH:3]=1.[NH2:11][CH2:12][CH2:13][CH2:14][CH2:15][N:16]1[C:28]2[C:27]3[CH:26]=[CH:25][CH:24]=[CH:23][C:22]=3[N:21]=[C:20]([NH2:29])[C:19]=2[N:18]=[C:17]1[C:30]1[CH:35]=[CH:34][CH:33]=[CH:32][CH:31]=1>C(Cl)(Cl)Cl.N1C=CC=CC=1>[NH2:29][C:20]1[C:19]2[N:18]=[C:17]([C:30]3[CH:35]=[CH:34][CH:33]=[CH:32][CH:31]=3)[N:16]([CH2:15][CH2:14][CH2:13][CH2:12][NH:11][C:9]([NH:8][C:5]3[CH:6]=[CH:7][C:2]([F:1])=[CH:3][CH:4]=3)=[O:10])[C:28]=2[C:27]2[CH:26]=[CH:25][CH:24]=[CH:23][C:22]=2[N:21]=1. The reactants are FC1=CC=C(C=C1)N=C=O (4-fluorophenylisocyanate), NCCCCN1C(=NC=2C(=NC=3C=CC=CC3C21)N)C2=CC=CC=C2 (1-(4-aminobutyl)-2-phenyl-1H-imidazo[4,5-c]quinolin-4-amine). Product: NC1=NC=2C=CC=CC2C2=C1N=C(N2CCCCNC(=O)NC2=CC=C(C=C2)F)C2=CC=CC=C2 (N-[4-(4-amino-2-phenyl-1H-imidazo[4,5-c]quinolin-1-yl)butyl]-N′-(4-fluorophenyl)urea). The yield is 47.0%. Run in C(Cl)(Cl)Cl (chloroform), C(Cl)(Cl)Cl (chloroform), N1=CC=CC=C1 (pyridine). Procedure details: A solution of 4-fluorophenylisocyanate (0.137 g, 1.0 mmol) in chloroform (5 mL) was added at ambient temperature to a solution of 1-(4-aminobutyl)-2-phenyl-1H-imidazo[4,5-c]quinolin-4-amine (0.331 g, 1.0 mmol) in a mixture of chloroform (25 mL) and pyridine (5 mL). The reaction mixture was maintained at ambient temperature over the weekend. The reaction was quenched with ethanol. The resulting pale yellow precipitate (identified as the bis-adduct) was isolated by filtration. The filtrate was con... Reactants: O1CCOCC1 (dioxane), O (water), Cl.C(C)OC(CN)=O (glycine ethyl ester hydrochloride), FC=1C(=CC2=C(C(OC(N2)=O)=O)C1)F (6,7-difluoro-2H-3,1-benzoxazine-2,4(1H)-dione). Run in C(C)N(CC)CC (triethylamine). Conditions: temperature 70 celsius. The product is NC1=C(C(=O)NCC(=O)OCC)C=C(C(=C1)F)F (Ethyl (2-amino-4,5-difluorobenzoyl)aminoacetate). Yield: 71.1%. Reaction SMILES: O1CCOCC1.O.Cl.[CH2:9]([O:11][C:12](=[O:15])[CH2:13][NH2:14])[CH3:10].[F:16][C:17]1[C:18]([F:29])=[CH:19][C:20]2[NH:25]C(=O)[O:23][C:22](=O)[C:21]=2[CH:28]=1>C(N(CC)CC)C>[NH2:25][C:20]1[CH:19]=[C:18]([F:29])[C:17]([F:16])=[CH:28][C:21]=1[C:22]([NH:14][CH2:13][C:12]([O:11][CH2:9][CH3:10])=[O:15])=[O:23] |f:2.3|. Reported procedure: Into a mixed liquor of 280 ml of dioxane with 70 ml of water were dissolved 19 g of glycine ethyl ester hydrochloride, and 21.7 g of 6,7-difluoro-2H-3,1-benzoxazine-2,4(1H)-dione were added and 14.7 g of triethylamine were added dropwise at room temperature under stirring. After stirring further for 30 minutes, the mixture was heated to 70° C. and stirred for 1,5 hours. Dioxane was distilled off, 150 ml of water were added, then the crystals deposited were collected by filtration, washed with wa...